From a dataset of the Open Reaction Database (ORD), a public repository of structured organic reaction records. describe an organic reaction: reactants, conditions, products, and yield Starting materials: [Li]CCCC (n-BuLi), N1(N=CC=C1)C1=CC=C(CC=2C(=NC3=C(C=C(C=C3C2Cl)Br)C)Cl)C=C1 (3-(4-(1H-pyrazol-1-yl)benzyl)-6-bromo-2,4-dichloro-8-methylquinoline), N1(N=CC=C1)C1=CC=C(CC=2C(=NC3=C(C=C(C=C3C2Cl)Br)C)OC)C=C1 (3-(4-(1H-pyrazol-1-yl)benzyl)-6-bromo-4-chloro-2-methoxy-8-methylquinoline), CN1C=NC=C1C(=O)C=1C=NC(=CC1)C(F)(F)F ((1-methyl-1H-imidazol-5-yl)(6-(trifluoromethyl)pyridin-3-yl)methanone), CN1C=NC=C1C(=O)C=1C=NC(=CC1)C(F)(F)F ((1-methyl-1H-imidazol-5-yl)(6-(trifluoromethyl)pyridin-3-yl)methanone), C(=O)=O (dry ice). Reaction conditions: temperature -78 celsius, time 10 minute. The product is N1(N=CC=C1)C1=CC=C(CC=2C(=NC3=C(C=C(C=C3C2Cl)C(O)(C=2C=NC(=CC2)C(F)(F)F)C2=CN=CN2C)C)Cl)C=C1 ((3-(4-(1H-Pyrazol-1-yl)benzyl)-2,4-dichloro-8-methylquinolin-6-yl)(1-methyl-1H-imidazol-5-yl)(6-(trifluoromethyl)pyridin-3-yl)methanol). RXN SMILES: [N:1]1([C:6]2[CH:26]=[CH:25][C:9]([CH2:10][C:11]3[C:12]([Cl:24])=[N:13][C:14]4[C:19]([C:20]=3[Cl:21])=[CH:18][C:17](Br)=[CH:16][C:15]=4[CH3:23])=[CH:8][CH:7]=2)[CH:5]=[CH:4][CH:3]=[N:2]1.N1(C2C=CC(CC3C(OC)=NC4C(C=3Cl)=CC(Br)=CC=4C)=CC=2)C=CC=N1.[CH3:54][N:55]1[C:59]([C:60]([C:62]2[CH:63]=[N:64][C:65]([C:68]([F:71])([F:70])[F:69])=[CH:66][CH:67]=2)=[O:61])=[CH:58][N:57]=[CH:56]1.[Li]CCCC.C(=O)=O>>[N:1]1([C:6]2[CH:26]=[CH:25][C:9]([CH2:10][C:11]3[C:12]([Cl:24])=[N:13][C:14]4[C:19]([C:20]=3[Cl:21])=[CH:18][C:17]([C:60]([C:59]3[N:55]([CH3:54])[CH:56]=[N:57][CH:58]=3)([C:62]3[CH:63]=[N:64][C:65]([C:68]([F:70])([F:69])[F:71])=[CH:66][CH:67]=3)[OH:61])=[CH:16][C:15]=4[CH3:23])=[CH:8][CH:7]=2)[CH:5]=[CH:4][CH:3]=[N:2]1. Reported procedure: A mixture of 3-(4-(1H-pyrazol-1-yl)benzyl)-6-bromo-2,4-dichloro-8-methylquinoline (393 mg, 0.880 mmol, Intermediate 19: step a) and (1-methyl-1H-imidazol-5-yl)(6-(trifluoromethyl)pyridin-3-yl)methanone (224 mg, 0.880 mmol, Intermediate 36: step c) in dry degassed THF (16 mL, THF was degassed with nitrogen for 1 h) was cooled to −78° C. and n-BuLi (1.6 M in hexane, 0.5 mL, 0.8 mmol) was added over 1.5 minutes. Stirring was continued at −78° C. for 10 minutes and the dry ice bath was replaced with... Reactants: C1(=CC=CC=C1)CC=O (Phenylacetaldehyde), [C@@H]1(CCCC2=CC=CC=C12)N ((1S)-1,2,3,4-tetrahydro-1-naphthalenylamine). Reaction SMILES: [C:1]1([CH2:7][CH:8]=O)[CH:6]=[CH:5][CH:4]=[CH:3][CH:2]=1.[C@@H:10]1([NH2:20])[C:19]2[C:14](=[CH:15][CH:16]=[CH:17][CH:18]=2)[CH2:13][CH2:12][CH2:11]1>>[C:1]1([CH2:7][CH2:8][NH:20][C@@H:10]2[C:19]3[C:14](=[CH:15][CH:16]=[CH:17][CH:18]=3)[CH2:13][CH2:12][CH2:11]2)[CH:6]=[CH:5][CH:4]=[CH:3][CH:2]=1. Procedure details: Phenylacetaldehyde and (1S)-1,2,3,4-tetrahydro-1-naphthalenylamine were processed as described in Example 1A to provide the title compound. Product: C1(=CC=CC=C1)CCN[C@H]1CCCC2=CC=CC=C12 (N-(2-phenylethyl)-N-[(1S)-1,2,3,4-tetrahydro-1-naphthalenyl]amine).